From a dataset of the Open Reaction Database (ORD), a public repository of structured organic reaction records. describe an organic reaction: reactants, conditions, products, and yield The reactants are C1C(=CCCCC(=O)O)C[C@H]2C1CC([C@@H]2C=CC(CC(CCC=C(C)C)C)O)O (6,9-methylene-11,15-dihydroxy-17-methyl-20-isopropylideneprost-5,13-dienoic acid), 7-(4-carboxybutylidene)-3-hydroxy-2-(3-hydroxy-5,9-dimethyl-1,8-decadienyl), C1(CCCCCCC1)C1CCCCCCC1 (bicyclooctane). The product is C1C(=CCCCC(=O)O)C[C@H]2C1CC([C@@H]2C=CC(CCCCC=C(C)C)O)O (6,9-methylene-11,15-dihydroxy-20-isopropylideneprost-5,13-dienoic acid). As a reaction SMILES: [CH2:1]1[CH:12]2[CH2:13][CH:14]([OH:29])[C@H:15]([CH:16]=[CH:17][CH:18]([OH:28])[CH2:19][CH:20](C)[CH2:21][CH2:22][CH:23]=[C:24]([CH3:26])[CH3:25])[C@H:11]2[CH2:10][C:2]1=[CH:3][CH2:4][CH2:5][CH2:6][C:7]([OH:9])=[O:8].C1(C2CCCCCCC2)CCCCCCC1>>[CH2:1]1[CH:12]2[CH2:13][CH:14]([OH:29])[C@H:15]([CH:16]=[CH:17][CH:18]([OH:28])[CH2:19][CH2:20][CH2:21][CH2:22][CH:23]=[C:24]([CH3:25])[CH3:26])[C@H:11]2[CH2:10][C:2]1=[CH:3][CH2:4][CH2:5][CH2:6][C:7]([OH:9])=[O:8]. Reported procedure: 6,9-methylene-11,15-dihydroxy-17-methyl-20-isopropylideneprost-5,13-dienoic acid {otherwise known as 7-(4-carboxybutylidene)-3-hydroxy-2-(3-hydroxy-5,9-dimethyl-1,8-decadienyl)-[3.3.0]-bicyclooctane}; Reaction SMILES: [CH2:19]1[O:20][CH2:21][CH2:22][CH2:23]1.[OH:1][C:2]1([c:9]2[cH:10][cH:11][c:12]3[c:13]([nH:14][c:15](=[O:17])[o:16]3)[cH:18]2)[CH2:3][CH2:4][C:5](=[O:8])[CH2:6][CH2:7]1>>[C:2]1([c:9]2[cH:10][cH:11][c:12]3[c:13]([nH:14][c:15](=[O:17])[o:16]3)[cH:18]2)=[CH:3][CH2:4][C:5](=[O:8])[CH2:6][CH2:7]1. Yields the product O=C1CC=C(c2ccc3oc(=O)[nH]c3c2)CC1. The reactants are C1CCOC1, O=C1CCC(O)(c2ccc3oc(=O)[nH]c3c2)CC1. The reactants are NC(=O)C(CO)NC(=O)OCC1c2ccccc2-c2ccccc21, CO, [Cl-], ClCCl, COc1ccc(C=Cc2cc(OC)c(OC)c(OC)c2)cc1N, [Na+], [Na+], [OH-]. Yields the product NC(=O)C(N)CO, COc1ccc(C=Cc2cc(OC)c(OC)c(OC)c2)cc1N. Reaction SMILES: [C:1]([O:2][CH2:3][CH:4]1[c:5]2[c:6]([cH:7][cH:8][cH:9][cH:10]2)-[c:11]2[c:12]1[cH:13][cH:14][cH:15][cH:16]2)(=[O:17])[NH:18][CH:19]([CH2:20][OH:21])[C:22](=[O:23])[NH2:24].[CH3:52][OH:53].[Cl-:51].[Cl:54][CH2:55][Cl:56].[NH2:25][c:26]1[cH:27][c:28]([CH:34]=[CH:35][c:36]2[cH:37][c:38]([O:46][CH3:47])[c:39]([O:44][CH3:45])[c:40]([O:42][CH3:43])[cH:41]2)[cH:29][cH:30][c:31]1[O:32][CH3:33].[Na+:49].[Na+:50].[OH-:48]>>[NH2:18][CH:19]([CH2:20][OH:21])[C:22](=[O:23])[NH2:24].[NH2:25][c:26]1[cH:27][c:28]([CH:34]=[CH:35][c:36]2[cH:37][c:38]([O:46][CH3:47])[c:39]([O:44][CH3:45])[c:40]([O:42][CH3:43])[cH:41]2)[cH:29][cH:30][c:31]1[O:32][CH3:33]. The reactants are N1CCOCC1 (Morpholine), C(C)(=O)O[BH-](OC(C)=O)OC(C)=O.[Na+] (sodium triacetoxyborohydride), C(C)(=O)O (acetic acid), CNC(=O)N1C=CC2=CC(=CC=C12)OC1=CC(=NC=C1)NC(=O)N1CCC(CC1)=O (N1-Methyl-5-(2-(4-oxopiperidin-1-ylcarbonyl)amino-4-pyridyl)oxy-1H-1-indolecarboxamide). Run in ClCCl (dichloromethane). Reaction conditions: time 8 hour. The product is CNC(=O)N1C=CC2=CC(=CC=C12)OC1=CC(=NC=C1)NC(=O)N1CCC(CC1)N1CCOCC1 (N1-Methyl-5-(2-(((4-(morpholin-4-yl)piperidin-1-yl)carbonyl)amino)pyridin-4-yloxy)-1H-1-indolecarboxamide). Yield: 19.7%. Reaction SMILES: [NH:1]1[CH2:6][CH2:5][O:4][CH2:3][CH2:2]1.C(O[BH-](OC(=O)C)OC(=O)C)(=O)C.[Na+].C(O)(=O)C.[CH3:25][NH:26][C:27]([N:29]1[C:37]2[C:32](=[CH:33][C:34]([O:38][C:39]3[CH:44]=[CH:43][N:42]=[C:41]([NH:45][C:46]([N:48]4[CH2:53][CH2:52][C:51](=O)[CH2:50][CH2:49]4)=[O:47])[CH:40]=3)=[CH:35][CH:36]=2)[CH:31]=[CH:30]1)=[O:28]>ClCCl>[CH3:25][NH:26][C:27]([N:29]1[C:37]2[C:32](=[CH:33][C:34]([O:38][C:39]3[CH:44]=[CH:43][N:42]=[C:41]([NH:45][C:46]([N:48]4[CH2:53][CH2:52][CH:51]([N:1]5[CH2:6][CH2:5][O:4][CH2:3][CH2:2]5)[CH2:50][CH2:49]4)=[O:47])[CH:40]=3)=[CH:35][CH:36]=2)[CH:31]=[CH:30]1)=[O:28] |f:1.2|. Reported procedure: Morpholine (228 mg, 1.64 mmol), sodium triacetoxyborohydride (372 mg, 1.76 mmol), and acetic acid (0.134 ml, 2.34 mmol) were added to a dichloromethane (3.5 ml) solution of N1-methyl-5-(2-(4-oxopiperidin-1-ylcarbonyl)amino-4-pyridyl)oxy-1H-1-indolecarboxamide (476 mg) synthesized in Example 40, and stirred overnight at room temperature. The reaction mixture was partitioned between ethyl acetate and water; and the organic layer was dried over anhydrous sodium sulfate. The solution was concentrate... The reactants are CC(=O)OC(C)=O, Cc1ccc(CO)cn1, c1ccncc1. Yields the product CC(=O)OCc1ccc(C)nc1. RXN SMILES: [CH3:10][C:11](=[O:12])[O:13][C:14](=[O:15])[CH3:16].[CH3:1][c:2]1[n:3][cH:4][c:5]([CH2:8][OH:9])[cH:6][cH:7]1.[cH:17]1[cH:18][cH:19][n:20][cH:21][cH:22]1>>[CH3:1][c:2]1[n:3][cH:4][c:5]([CH2:8][O:9][C:11]([CH3:10])=[O:12])[cH:6][cH:7]1. Starting materials: N1C(CCC(C1)=O)=O (Piperidine-2,5-dione), diol, CO (methanol), C(C)O (ethanol), orthoester. Solvent: C(CO)O (ethylene glycol). The product is COC1(CCC(NC1)=O)OC (5,5-dimethoxy-2-piperidone). As a reaction SMILES: [NH:1]1[CH2:6][C:5](=[O:7])[CH2:4][CH2:3][C:2]1=[O:8].[CH3:9]O.[CH2:11]([OH:13])C>C(O)CO>[CH3:9][O:7][C:5]1([O:13][CH3:11])[CH2:6][NH:1][C:2](=[O:8])[CH2:3][CH2:4]1. Procedure: Piperidine-2,5-dione (A) described in a literature (J. Am. Chem. Soc., 80, 3717 (1958)) is allowed to react with a lower monoalcohol such as methanol or ethanol, or a with a diol such as ethylene glycol in the presence of an acid catalyst or dehydrating agent, and then the product is treated with an orthoester in the presence of an acid catalyst to obtain 5,5-dimethoxy-2-piperidone (B) whose carbonyl group at the 5-position is protected as an acetal. 5,5-Dimethoxy-2-piperidone (B) is subjected t... Reactants: [Cl-].FC1=C(OC[C@H]([C@H](C)[NH3+])O)C=CC(=C1)F ((2S,3S)-4-(2,4-difluorophenoxy)-3-hydroxybutan-2-aminium chloride), FC1=CC=C(C=C1)N1N=CC2=CC(=CC=C12)I (1-(4-fluorophenyl)-5-iodo-1H-indazole). The product is FC1=C(OC[C@H]([C@H](C)N)OC=2C=C3C=NN(C3=CC2)C2=CC=C(C=C2)F)C=CC(=C1)F ((2S,3S)-4-(2,4-difluorophenoxy)-3-(1-(4-fluorophenyl)-1H-indazol-5-yloxy)butan-2 -amine). Reaction SMILES: [Cl-].[F:2][C:3]1[CH:15]=[C:14]([F:16])[CH:13]=[CH:12][C:4]=1[O:5][CH2:6][C@@H:7]([OH:11])[C@@H:8]([NH3+:10])[CH3:9].[F:17][C:18]1[CH:23]=[CH:22][C:21]([N:24]2[C:32]3[C:27](=[CH:28][C:29](I)=[CH:30][CH:31]=3)[CH:26]=[N:25]2)=[CH:20][CH:19]=1>>[F:2][C:3]1[CH:15]=[C:14]([F:16])[CH:13]=[CH:12][C:4]=1[O:5][CH2:6][C@@H:7]([O:11][C:29]1[CH:28]=[C:27]2[C:32](=[CH:31][CH:30]=1)[N:24]([C:21]1[CH:22]=[CH:23][C:18]([F:17])=[CH:19][CH:20]=1)[N:25]=[CH:26]2)[C@@H:8]([NH2:10])[CH3:9] |f:0.1|. Reported procedure: Prepared as described in Example 1a from (2S,3S)-4-(2,4-difluorophenoxy)-3-hydroxybutan-2-aminium chloride (290 mg, 1.14 mmol) and 1-(4-fluorophenyl)-5-iodo-1H-indazole (464 mg, 1.37 mmol). Yield: 90 mg (18%). The reactants are FC1=CC=C(C=C1)C1=CC(=C(C(O1)=O)C#N)N1CCCCC1 (6-(4-fluorophenyl)-2-oxo-4-(piperidin-1-yl)-2H-pyran-3-carbonitrile), indanone-1, [H-].[Na+] (NaH). Run in C1CCOC1 (THF). Yields the product FC1=CC=C(C=C1)C1=CC(=C(C=2C3=CC=CC=C3CC12)C#N)N1CCCCC1 (1-(4-Fluoro-phenyl)-3-piperidin-1-yl-9H-fluorene-4-carbonitrile). As a reaction SMILES: [F:1][C:2]1[CH:7]=[CH:6][C:5]([C:8]2O[C:12](=O)[C:11]([C:15]#[N:16])=[C:10]([N:17]3[CH2:22][CH2:21][CH2:20][CH2:19][CH2:18]3)[CH:9]=2)=[CH:4][CH:3]=1.[H-].[Na+]>C1COCC1>[F:1][C:2]1[CH:7]=[CH:6][C:5]([C:8]2[C:9]3[CH2:8][C:5]4[C:4](=[CH:3][CH:2]=[CH:7][CH:6]=4)[C:12]=3[C:11]([C:15]#[N:16])=[C:10]([N:17]3[CH2:22][CH2:21][CH2:20][CH2:19][CH2:18]3)[CH:9]=2)=[CH:4][CH:3]=1 |f:1.2|. Procedure: A mixture of 6-(4-fluorophenyl)-2-oxo-4-(piperidin-1-yl)-2H-pyran-3-carbonitrile (298 mg), indanone-1 (132 mg) and NaH (36 mg) in THF was stirred for <5 min. After completion, the reaction solvent was evaporated under vacuum to dryness and crude solid was quenched with ice water and subsequently neutralized with dil. HCl, finally purified by column chromatography using ethylacetate-hexane as eluent. Yellow solid; mp 176-178° C.; FAB MS 368 (M+); IR (KBr) 2220 cm−1 (CN); HRMS calcd. for C25H21FN2... Starting materials: O=C1CN=C(c2ccccn2)c2cc(Br)ccc2N1, CCCC(Br)C(=O)OC, ClCCl, ClCCl, C[O-], CN(C)C=O, CO, CO, Cc1ccccc1, [Na+], O. Yields the product CCCC(C(=O)OC)N1C(=O)CN=C(c2ccccn2)c2cc(Br)ccc21. RXN SMILES: [Br:1][c:2]1[cH:3][cH:4][c:5]2[c:6]([cH:19]1)[C:7]([c:13]1[n:14][cH:15][cH:16][cH:17][cH:18]1)=[N:8][CH2:9][C:10](=[O:12])[NH:11]2.[Br:28][CH:29]([C:30](=[O:31])[O:32][CH3:33])[CH2:34][CH2:35][CH3:36].[CH2:39]([Cl:40])[Cl:41].[CH2:42]([Cl:43])[Cl:44].[CH3:20][O-:21].[CH3:23][N:24]([CH3:25])[CH:26]=[O:27].[CH3:37][OH:38].[CH3:45][OH:46].[CH3:48][c:49]1[cH:50][cH:51][cH:52][cH:53][cH:54]1.[Na+:22].[OH2:47]>>[Br:1][c:2]1[cH:3][cH:4][c:5]2[c:6]([cH:19]1)[C:7]([c:13]1[n:14][cH:15][cH:16][cH:17][cH:18]1)=[N:8][CH2:9][C:10](=[O:12])[N:11]2[CH:29]([C:30](=[O:31])[O:32][CH3:33])[CH2:34][CH2:35][CH3:36].